This data is from the Open Reaction Database (ORD), a public repository of structured organic reaction records. The task is: describe an organic reaction: reactants, conditions, products, and yield RXN SMILES: [CH3:1][O:2][C:3]1[C:12]2[O:11][CH2:10][CH:9]([CH2:13][NH2:14])[O:8][C:7]=2[CH:6]=[CH:5][CH:4]=1.Cl[CH2:16][CH2:17][CH2:18][O:19][C:20]1[CH:29]=[C:28]2[C:23]([CH:24]=[CH:25][C:26](=[O:30])[O:27]2)=[CH:22][CH:21]=1.C(N(C(C)C)CC)(C)C.[I-].[Na+]>CN(C=O)C>[CH3:1][O:2][C:3]1[C:12]2[O:11][CH2:10][CH:9]([CH2:13][NH:14][CH2:16][CH2:17][CH2:18][O:19][C:20]3[CH:21]=[CH:22][C:23]4[CH:24]=[CH:25][C:26](=[O:30])[O:27][C:28]=4[CH:29]=3)[O:8][C:7]=2[CH:6]=[CH:5][CH:4]=1 |f:3.4|. The reactants are COC1=CC=CC=2OC(COC21)CN (2,3-Dihydro-5-methoxy-1,4-benzodioxin-2-methanamine), [I-].[Na+] (sodium iodide), ClCCCOC1=CC=C2C=CC(OC2=C1)=O (7-(3-chloropropoxy)coumarin), C(C)(C)N(CC)C(C)C (diisopropylethylamine). Yield: 24.4%. Product: COC1=CC=CC=2OC(COC21)CNCCCOC2=CC1=C(C=CC(O1)=O)C=C2 (7-[3-[[(2,3-Dihydro-5-methoxy-1,4-benzodioxin-2-yl)methyl]amino]propoxy]-2H-1-benzopyran-2-one). Run in CN(C)C=O (DMF). Procedure: 2,3-Dihydro-5-methoxy-1,4-benzodioxin-2-methanamine (1.29 g, 6.61 mmole), 7-(3-chloropropoxy)coumarin (1.59 g, 6.7 mmole), diisopropylethylamine (2.5 ml, 14.35 mmole) and sodium iodide (4.96 g, 33.1 mmole) were combined in 75 ml of DMF and heated at 80°-100° C. for 3 days under a nitrogen atmosphere. The solvent was then removed and replaced with dichloromethane. The mixture was washed with an equal volume of saturated aqueous sodium bicarbonate, with saturated aqueous sodium chloride, dried ove... Starting materials: C[O-], CO, Cc1cnc(N)c(Br)n1, [Na+]. Product: COc1nc(C)cnc1N. As a reaction SMILES: [CH3:10][O-:11].[CH3:13][OH:14].[NH2:1][c:2]1[n:3][cH:4][c:5]([CH3:9])[n:6][c:7]1[Br:8].[Na+:12]>>[NH2:1][c:2]1[n:3][cH:4][c:5]([CH3:9])[n:6][c:7]1[O:11][CH3:10]. Reactants: C1CNCCC2=C1C=CC=C2 (2,3,4,5-tetrahydro-1H-3-benzazepine), Cl (hydrochloric acid), C(C)(=O)N1CCC2=C(CC1)C=CC(=C2)S(=O)(=O)Cl (3-acetyl-7-chlorosulfonyl-2,3,4,5-tetrahydro-1H-3-benzazepine), C(C)(=O)N1CCC2=C(CC1)C=CC(=C2)S(=O)(=O)C (3-acetyl-7-methylsulfonyl-2,3,4,5-tetrahydro-1H-3-benzazepine). Yields the product Cl.CS(=O)(=O)C1=CC2=C(CCNCC2)C=C1 (7-methylsulfonyl-2,3,4,5-tetrahydro-1H-3-benzazepine hydrochloride). RXN SMILES: C1C2C=CC=CC=2CCNC1.C(N1CCC2C=CC(S([Cl:29])(=O)=O)=CC=2CC1)(=O)C.C([N:33]1[CH2:39][CH2:38][C:37]2[CH:40]=[CH:41][C:42]([S:44]([CH3:47])(=[O:46])=[O:45])=[CH:43][C:36]=2[CH2:35][CH2:34]1)(=O)C.Cl>>[ClH:29].[CH3:47][S:44]([C:42]1[CH:41]=[CH:40][C:37]2[CH2:38][CH2:39][NH:33][CH2:34][CH2:35][C:36]=2[CH:43]=1)(=[O:46])=[O:45] |f:4.5|. Reported procedure: Following the procedure of Examples 1 and 4, 2,3,4,5-tetrahydro-1H-3-benzazepine was converted to 3-acetyl-7-chlorosulfonyl-2,3,4,5-tetrahydro-1H-3-benzazepine and then to 3-acetyl-7-methylsulfonyl-2,3,4,5-tetrahydro-1H-3-benzazepine which was hydrolyzed with hydrochloric acid to give 7-methylsulfonyl-2,3,4,5-tetrahydro-1H-3-benzazepine hydrochloride, m.p. 275°-277° C. The reactants are C1CCOC1, CO, COC(=O)CNc1cc(-c2c3ccccc3c(Br)c3sc(C)c(C)c23)cc(Br)c1OC, [K+], [OH-]. Product: COc1c(Br)cc(-c2c3ccccc3c(Br)c3sc(C)c(C)c23)cc1NCC(=O)O. RXN SMILES: [CH2:34]1[O:35][CH2:36][CH2:37][CH2:38]1.[CH3:39][OH:40].[CH3:3][O:4][C:5]([CH2:6][NH:7][c:8]1[c:9]([O:31][CH3:32])[c:10]([Br:30])[cH:11][c:12](-[c:14]2[c:15]3[cH:16][cH:17][cH:18][cH:19][c:20]3[c:21]([Br:29])[c:22]3[s:23][c:24]([CH3:28])[c:25]([CH3:27])[c:26]23)[cH:13]1)=[O:33].[K+:2].[OH-:1]>>[O:4]=[C:5]([CH2:6][NH:7][c:8]1[c:9]([O:31][CH3:32])[c:10]([Br:30])[cH:11][c:12](-[c:14]2[c:15]3[cH:16][cH:17][cH:18][cH:19][c:20]3[c:21]([Br:29])[c:22]3[s:23][c:24]([CH3:28])[c:25]([CH3:27])[c:26]23)[cH:13]1)[OH:33].